Dataset: the Open Reaction Database (ORD), a public repository of structured organic reaction records. Task: describe an organic reaction: reactants, conditions, products, and yield The reactants are CCOC(=O)c1ccc(Oc2ccc(CN(CCc3ccccc3)C(=O)OC(C)(C)C)cc2)nc1, C1CCOC1, CO, [Na+], [OH-]. The product is CC(C)(C)OC(=O)N(CCc1ccccc1)Cc1ccc(Oc2ccc(C(=O)O)cn2)cc1. Reaction SMILES: [CH2:1]([CH3:2])[O:3][C:4]([c:5]1[cH:6][n:7][c:8]([O:11][c:12]2[cH:13][cH:14][c:15]([CH2:18][N:19]([CH2:20][CH2:21][c:22]3[cH:23][cH:24][cH:25][cH:26][cH:27]3)[C:28](=[O:29])[O:30][C:31]([CH3:32])([CH3:33])[CH3:34])[cH:16][cH:17]2)[cH:9][cH:10]1)=[O:35].[CH2:40]1[O:41][CH2:42][CH2:43][CH2:44]1.[CH3:36][OH:37].[Na+:39].[OH-:38]>>[O:3]=[C:4]([c:5]1[cH:6][n:7][c:8]([O:11][c:12]2[cH:13][cH:14][c:15]([CH2:18][N:19]([CH2:20][CH2:21][c:22]3[cH:23][cH:24][cH:25][cH:26][cH:27]3)[C:28](=[O:29])[O:30][C:31]([CH3:32])([CH3:33])[CH3:34])[cH:16][cH:17]2)[cH:9][cH:10]1)[OH:35].